This data is from the Open Reaction Database (ORD), a public repository of structured organic reaction records. The task is: describe an organic reaction: reactants, conditions, products, and yield Reactants: [N+](=O)([O-])C1=CC(=C(C(=O)O)C=C1)C(F)(F)F (4-nitro-2-trifluoromethylbenzoic acid), CC1=C(C=CC(=C1)C)N1CCNCC1 (1-(2,4-dimethylphenyl)piperazine). Product: NC1=CC(=C(C=C1)C(=O)N1CCN(CC1)C1=C(C=C(C=C1)C)C)C(F)(F)F ((4-amino-2-trifluoromethylphenyl)[4-(2,4-dimethylphenyl)piperazin-1-yl]methanone). The yield is 106.3%. Reaction SMILES: [N+:1]([C:4]1[CH:12]=[CH:11][C:7]([C:8]([OH:10])=O)=[C:6]([C:13]([F:16])([F:15])[F:14])[CH:5]=1)([O-])=O.[CH3:17][C:18]1[CH:23]=[C:22]([CH3:24])[CH:21]=[CH:20][C:19]=1[N:25]1[CH2:30][CH2:29][NH:28][CH2:27][CH2:26]1>>[NH2:1][C:4]1[CH:12]=[CH:11][C:7]([C:8]([N:28]2[CH2:29][CH2:30][N:25]([C:19]3[CH:20]=[CH:21][C:22]([CH3:24])=[CH:23][C:18]=3[CH3:17])[CH2:26][CH2:27]2)=[O:10])=[C:6]([C:13]([F:16])([F:15])[F:14])[CH:5]=1. Reported procedure: Using 4-nitro-2-trifluoromethylbenzoic acid (500 mg) and 1-(2,4-dimethylphenyl)piperazine (403 mg) and by the reaction and treatment in the same manner as in Preparation Example 148, the title compound (850 mg) was obtained. The reactants are CCOC(=O)c1cc(OCCOC)c(OCCOC)cc1[N+](=O)[O-], CCOC(C)=O, [H][H]. The product is CCOC(=O)c1cc(OCCOC)c(OCCOC)cc1N. As a reaction SMILES: [CH3:1][O:2][CH2:3][CH2:4][O:5][c:6]1[cH:7][c:8]([N+:22]([O-:23])=[O:24])[c:9]([C:10](=[O:11])[O:12][CH2:13][CH3:14])[cH:15][c:16]1[O:17][CH2:18][CH2:19][O:20][CH3:21].[CH3:27][CH2:28][O:29][C:30]([CH3:31])=[O:32].[H:25][H:26]>>[CH3:1][O:2][CH2:3][CH2:4][O:5][c:6]1[cH:7][c:8]([NH2:22])[c:9]([C:10](=[O:11])[O:12][CH2:13][CH3:14])[cH:15][c:16]1[O:17][CH2:18][CH2:19][O:20][CH3:21]. The reactants are C[O-].[Na+] (sodium methoxide), N1=CC=C(C=C1)CS (4-Picolyl mercaptan), C(C)OC(CBr)OCC (Bromoacetaldehyde diethylacetal). Solvent: C(C)O (ethanol), C(C)O (ethanol), C(C)O (ethanol). Conditions: time 15 minute. Product: C(C)OC(CSCC1=CC=NC=C1)OCC (4-(2,2-Diethoxyethylthiomethyl)pyridine). RXN SMILES: C[O-].[Na+].[N:4]1[CH:9]=[CH:8][C:7]([CH2:10][SH:11])=[CH:6][CH:5]=1.[CH2:12]([O:14][CH:15]([O:18][CH2:19][CH3:20])[CH2:16]Br)[CH3:13]>C(O)C>[CH2:12]([O:14][CH:15]([O:18][CH2:19][CH3:20])[CH2:16][S:11][CH2:10][C:7]1[CH:8]=[CH:9][N:4]=[CH:5][CH:6]=1)[CH3:13] |f:0.1|. Reported procedure: Under a nitrogen atmosphere, sodium methoxide (0.60 g., 11 moles) is dissolved in approximately 15 ml. of stirring ethanol and cooled in an ice bath. 4-Picolyl mercaptan (1.4 g., 11 mmoles) in approximately 3 ml. of absolute ethanol is added over 5 minutes and the mixture stirred for 15 minutes. Bromoacetaldehyde diethylacetal (2.4 g., 11 mmoles) in approximately 15 ml. of absolute ethanol is then added over 5 minutes. The reaction mixture is warmed to room temperature and stirred for 16 hours. ... Reactants: N1(CCCCC1)CC=1C=C2C=CC(=CC2=CC1)NC(OC(C)(C)C)=O (tert-butyl 6-(1-piperidinylmethyl)-2-naphtylcarbamate). Solvent: FC(C(=O)O)(F)F (trifluoroacetic acid). Run at time 1 hour. Yields the product N1(CCCCC1)CC=1C=C2C=CC(=CC2=CC1)N (6-(1-Piperidinylmethyl)naphthalene-2-amine). The yield is 83.7%. Reaction SMILES: [N:1]1([CH2:7][C:8]2[CH:9]=[C:10]3[C:15](=[CH:16][CH:17]=2)[CH:14]=[C:13]([NH:18]C(=O)OC(C)(C)C)[CH:12]=[CH:11]3)[CH2:6][CH2:5][CH2:4][CH2:3][CH2:2]1>FC(F)(F)C(O)=O>[N:1]1([CH2:7][C:8]2[CH:9]=[C:10]3[C:15](=[CH:16][CH:17]=2)[CH:14]=[C:13]([NH2:18])[CH:12]=[CH:11]3)[CH2:2][CH2:3][CH2:4][CH2:5][CH2:6]1. Reported procedure: The tert-butyl 6-(1-piperidinylmethyl)-2-naphtylcarbamate (710 mg, 2.09 mmol) obtained in Reference Example 3 was dissolved in trifluoroacetic acid (10 ml), and the solution was stirred at room temperature for 1 hour. The reaction solution was concentrated under reduced pressure, ethyl acetate (50 ml) was added to the residue, the mixture was washed with an aqueous potassium carbonate solution (50 ml) and an aqueous saturated sodium chloride solution (50 ml), and concentrated under reduced press... Reactants: O=C(O)c1ccc(Br)s1, Cn1nccc1B1OCC(C)(C)CO1, [K+], [K+], O=C([O-])[O-], C1COCCO1, O. Product: Cn1nccc1-c1ccc(C(=O)O)s1. RXN SMILES: [Br:1][c:2]1[cH:3][cH:4][c:5]([C:7](=[O:8])[OH:9])[s:6]1.[CH3:16][C:17]1([CH3:18])[CH2:19][O:20][B:21]([c:23]2[cH:24][cH:25][n:26][n:27]2[CH3:28])[O:22][CH2:29]1.[K+:10].[K+:11].[O-:12][C:13]([O-:14])=[O:15].[O:30]1[CH2:31][CH2:32][O:33][CH2:34][CH2:35]1.[OH2:36]>>[c:2]1(-[c:23]2[cH:24][cH:25][n:26][n:27]2[CH3:28])[cH:3][cH:4][c:5]([C:7](=[O:8])[OH:9])[s:6]1.